This data is from the Open Reaction Database (ORD), a public repository of structured organic reaction records. The task is: describe an organic reaction: reactants, conditions, products, and yield Reactants: C(=O)(OC)CC1(C([C@H](C[C@@H]1C=CC(CCCCC)O)C(=O)OC)=O)C(=O)OC (dimethyl trans-1-(carbomethoxymethyl)-5-(3-hydroxy-1-octenyl)-2-oxo-1,3-cyclopentanedicarboxylate), [OH-].[Na+] (sodium hydroxide), Cl (HCl). Procedure details: A suspension of dimethyl trans-1-(carbomethoxymethyl)-5-(3-hydroxy-1-octenyl)-2-oxo-1,3-cyclopentanedicarboxylate (26.24 g), described in Example 42, in a solution of sodium hydroxide (12 g) in 70 ml of water and 80 ml of methanol is heated at reflux for 2 hr. The reaction mixture is cooled, acidified to pH 6 with 2N HCl. The resulting oil is extracted with ether. The ether extract is washed with water, dried (MgSO4) and the solvent removed. The residue is subjected to chromatography on silica g... Yields the product OC(C=C[C@H]1[C@@H](C(CC1)=O)CC(=O)O)CCCCC (trans-2-(3-Hydroxy-1-octenyl)-5-oxocyclopentaneacetic acid). Reaction SMILES: [C:1]([CH2:5][C:6]1(C(OC)=O)[C@@H:10]([CH:11]=[CH:12][CH:13]([OH:19])[CH2:14][CH2:15][CH2:16][CH2:17][CH3:18])[CH2:9][C@H:8](C(OC)=O)[C:7]1=[O:24])([O:3]C)=[O:2].[OH-].[Na+].Cl>O.CO>[OH:19][CH:13]([CH2:14][CH2:15][CH2:16][CH2:17][CH3:18])[CH:12]=[CH:11][C@@H:10]1[CH2:9][CH2:8][C:7](=[O:24])[C@H:6]1[CH2:5][C:1]([OH:3])=[O:2] |f:1.2|. The solvent is O (water), CO (methanol). Reported procedure: 2-amino-5-bromo-4,6-dimethylpyridine (2 g) was suspended in fluoroboric acid (48% aqueous solution, 7.5 mL). Sodium nitrite (890 mg) dissolved in water (3 mL) was added to the solution at 0° C. The reaction mixture was stirred at 0° C. for 10 minutes. The precipitated solid was collected by filtration and suspended in n-heptane (100 mL). The solution was stirred with heating under reflux for two hours. After cooling to room temperature, the precipitated solid was collected by filtration. The res... Solvent: O (water). Reaction conditions: temperature 0 celsius, time 10 minute. The product is BrC=1C(=NC(=CC1C)F)C (3-bromo-6-fluoro-2,4-dimethylpyridine). RXN SMILES: N[C:2]1[CH:7]=[C:6]([CH3:8])[C:5]([Br:9])=[C:4]([CH3:10])[N:3]=1.N([O-])=O.[Na+].[F:15][B-](F)(F)F.[H+]>O>[Br:9][C:5]1[C:4]([CH3:10])=[N:3][C:2]([F:15])=[CH:7][C:6]=1[CH3:8] |f:1.2,3.4|. Reactants: NC1=NC(=C(C(=C1)C)Br)C (2-amino-5-bromo-4,6-dimethylpyridine), N(=O)[O-].[Na+] (Sodium nitrite), F[B-](F)(F)F.[H+] (fluoroboric acid). Reactants: CCO, Cc1cc(C)n(-c2cnc(C=O)c(Nc3ccc(Cl)cc3)n2)n1, Cl, NO. Product: Cc1cc(C)n(-c2cnc(C=NO)c(Nc3ccc(Cl)cc3)n2)n1. Reaction SMILES: [CH3:27][CH2:28][OH:29].[Cl:1][c:2]1[cH:3][cH:4][c:5]([NH:8][c:9]2[c:10]([CH:22]=[O:23])[n:11][cH:12][c:13](-[n:15]3[n:16][c:17]([CH3:21])[cH:18][c:19]3[CH3:20])[n:14]2)[cH:6][cH:7]1.[ClH:24].[NH2:25][OH:26]>>[Cl:1][c:2]1[cH:3][cH:4][c:5]([NH:8][c:9]2[c:10]([CH:22]=[N:25][OH:26])[n:11][cH:12][c:13](-[n:15]3[n:16][c:17]([CH3:21])[cH:18][c:19]3[CH3:20])[n:14]2)[cH:6][cH:7]1. Reactants: COC(C(CC1CCCC1)C1=CC(=C(C=C1)S(=O)(=O)C)[N+](=O)[O-])=O (3-cyclopentyl-2-(4-methanesulfonyl-3-nitrophenyl)-propionic acid methyl ester), [Cl-].[NH4+] (ammonium chloride). The reagents and catalysts are [Zn] (zinc). Run in CO (methanol), O (water). Run at temperature 25 celsius, time 5 minute. Product: hexanes ethyl acetate, COC(C(CC1CCCC1)C1=CC(=C(C=C1)S(=O)(=O)C)N)=O (2-(3-amino-4-methanesulfonyl-phenyl)-3-cyclopentyl-propionic acid methyl ester). Isolated yield 108.5%. RXN SMILES: [CH3:1][O:2][C:3](=[O:24])[CH:4]([C:11]1[CH:16]=[CH:15][C:14]([S:17]([CH3:20])(=[O:19])=[O:18])=[C:13]([N+:21]([O-])=O)[CH:12]=1)[CH2:5][CH:6]1[CH2:10][CH2:9][CH2:8][CH2:7]1.[Cl-].[NH4+]>CO.O.[Zn]>[CH3:1][O:2][C:3](=[O:24])[CH:4]([C:11]1[CH:16]=[CH:15][C:14]([S:17]([CH3:20])(=[O:18])=[O:19])=[C:13]([NH2:21])[CH:12]=1)[CH2:5][CH:6]1[CH2:7][CH2:8][CH2:9][CH2:10]1 |f:1.2|. Reported procedure: A solution of 3-cyclopentyl-2-(4-methanesulfonyl-3-nitrophenyl)-propionic acid methyl ester (prepared as in Example 14, 1.50 g, 4.22 mmol) in methanol (30 mL) was treated with a solution of ammonium chloride (474 mg, 8.86 mmol) in water (3 mL). The reaction mixture was stirred at 25° C. for 5 min and then treated with zinc dust (2.70 g, 41.36 mmol). The reaction mixture was heated under reflux for 2 h. The reaction mixture was allowed to cool to 25° C. and then filtered through a pad of celite. ...